From a dataset of the Open Reaction Database (ORD), a public repository of structured organic reaction records. describe an organic reaction: reactants, conditions, products, and yield Starting materials: CC1(C(NC2=CC=CC=C12)=O)CC=1C=NC=NC1 (3-Methyl-3-(pyrimidin-5-ylmethyl)-1,3-dihydro-2H-indol-2-one), BrN1C(CCC1=O)=O (N-bromosuccinimide). Solvent: CN(C=O)C (N,N-dimethylformamide), C(C)(=O)OCC (ethyl acetate). Product: CC1(C(NC2=CC=C(C=C12)Br)=O)CC=1C=NC=NC1 (3-methyl-3-(pyrimidin-5-ylmethyl)-5-bromo-1,3-dihydro-2H-indol-2-one). RXN SMILES: [CH3:1][C:2]1([CH2:12][C:13]2[CH:14]=[N:15][CH:16]=[N:17][CH:18]=2)[C:10]2[C:5](=[CH:6][CH:7]=[CH:8][CH:9]=2)[NH:4][C:3]1=[O:11].[Br:19]N1C(=O)CCC1=O>CN(C)C=O.C(OCC)(=O)C>[CH3:1][C:2]1([CH2:12][C:13]2[CH:18]=[N:17][CH:16]=[N:15][CH:14]=2)[C:10]2[C:5](=[CH:6][CH:7]=[C:8]([Br:19])[CH:9]=2)[NH:4][C:3]1=[O:11]. Procedure: 3-Methyl-3-(pyrimidin-5-ylmethyl)-1,3-dihydro-2H-indol-2-one (900 mg, 3.76 mmol) and N-bromosuccinimide (669 mg, 3.76 mmol) in N,N-dimethylformamide (20 mL) were stirred at room temperature for 3 days. The mixture was diluted with ethyl acetate (100 mL) and washed with water (100 mL). The organic layer was dried (MgSO4), filtered and concentrated under reduced pressure. The residue was purified by preparative HPLC on Chiralpak AS, eluting with 25% isopropyl alcohol/CO2, to afford the enantiomers... Starting materials: C(C1=CC=CC=C1)O[C@H](CC(=O)N(C)OC)C ((3S)-3-(benzyloxy)-N-methoxy-N-methylbutanamide), C[Mg]Br.C(C)OCC (methyl magnesium bromide diethyl ether), Cl (hydrochloric acid). Run in C1CCOC1 (THF). Conditions: time 3 hour. Yields the product C(C1=CC=CC=C1)O[C@H](CC(C)=O)C ((4S)-4-(Benzyloxy)pentan-2-one). Isolated yield 27.7%. Reaction SMILES: [CH2:1]([O:8][C@@H:9]([CH3:17])[CH2:10][C:11](N(OC)C)=[O:12])[C:2]1[CH:7]=[CH:6][CH:5]=[CH:4][CH:3]=1.[CH3:18][Mg]Br.C(OCC)C.Cl>C1COCC1>[CH2:1]([O:8][C@@H:9]([CH3:17])[CH2:10][C:11](=[O:12])[CH3:18])[C:2]1[CH:3]=[CH:4][CH:5]=[CH:6][CH:7]=1 |f:1.2|. Reported procedure: Under a nitrogen atmosphere, to a solution of the above (3S)-3-(benzyloxy)-N-methoxy-N-methylbutanamide (196 g) in THF (1.5 L), a 3M methyl magnesium bromide/diethyl ether solution (0.38 mL, 1.1 mol) was gradually added under ice-cooling, and the mixture was stirred at the same temperature for 3 hours. After the reaction, the reaction mixture was poured to 2N hydrochloric acid, and after THF was distilled off under reduced pressure, it was extracted with diethyl ether. After it was successively ... The reactants are [Al+3], CC(C)C(=O)Cl, [Cl-], [Cl-], [Cl-], ClCCl, O, S=C=S, c1cn2cncc2s1. Yields the product CC(C)C(=O)c1ncn2ccsc12. As a reaction SMILES: [Al+3:2].[C:5]([CH:6]([CH3:7])[CH3:8])(=[O:9])[Cl:10].[Cl-:1].[Cl-:3].[Cl-:4].[Cl:11][CH2:12][Cl:13].[OH2:14].[S:23]=[C:24]=[S:25].[s:15]1[c:16]2[n:17]([cH:18][cH:19]1)[cH:20][n:21][cH:22]2>>[C:5]([CH:6]([CH3:7])[CH3:8])(=[O:9])[c:22]1[c:16]2[s:15][cH:19][cH:18][n:17]2[cH:20][n:21]1. The reactants are ClC1=CC=C(C=C1)C=1C=2CCN(CC2C2=C(C1)C(C(N2)=O)=O)C (5-(4-chlorophenyl)-8-methyl-6,7,8,9-tetrahydro-1-H-pyrrolo[3.2-h]isoquinoline-2,3-dione), Cl.NO (hydroxylamine hydrochloride). The solvent is C(C)O (ethanol). Reaction conditions: time 15 minute. The product is Cl.ClC1=CC=C(C=C1)C=1C=2CCN(CC2C2=C(C1)C(C(N2)=O)=NO)C (5-(4-Chlorophenyl)-8-methyl-6,7,8,9-tetrahydro-1-H-pyrrolo[3.2-h]isoquinoline-2,3-dione-3-oxime hydrochloric acid salt). RXN SMILES: [Cl:1][C:2]1[CH:7]=[CH:6][C:5]([C:8]2[C:9]3[CH2:10][CH2:11][N:12]([CH3:23])[CH2:13][C:14]=3[C:15]3[NH:20][C:19](=[O:21])[C:18](=O)[C:16]=3[CH:17]=2)=[CH:4][CH:3]=1.Cl.[NH2:25][OH:26]>C(O)C>[ClH:1].[Cl:1][C:2]1[CH:7]=[CH:6][C:5]([C:8]2[C:9]3[CH2:10][CH2:11][N:12]([CH3:23])[CH2:13][C:14]=3[C:15]3[NH:20][C:19](=[O:21])[C:18](=[N:25][OH:26])[C:16]=3[CH:17]=2)=[CH:4][CH:3]=1 |f:1.2,4.5|. Procedure: A mixture of 5-(4-chlorophenyl)-8-methyl-6,7,8,9-tetrahydro-1-H-pyrrolo[3.2-h]isoquinoline-2,3-dione (0.50 g, 1.53 mmol), hydroxylamine hydrochloride (0.5 g, 7.2 mmol) and ethanol (5 ml, 96%) was stirred at room-temperature for 15 minutes. The colour shifted from yellow to red and the product precipitated. The product was filtered and 0.44 g (76%) was isolated. Mp decomp. 300-305° C. Reactants: CC(C)(C)OC(=O)n1c(-c2cc3ccccc3[nH]c2=O)cc2cc(C=O)ccc21, CC(=O)O, CC(=O)O[BH-](OC(C)=O)OC(C)=O, CS(=O)(=O)N1CCNCC1, CC(=O)O, CC(Cl)Cl, [H-], [Mg+2], [Na+], O=S(=O)([O-])[O-]. Yields the product CC(C)(C)OC(=O)n1c(-c2cc3ccccc3[nH]c2=O)cc2cc(CN3CCN(S(C)(=O)=O)CC3)ccc21. Reaction SMILES: [C:1]([CH3:2])([CH3:3])([CH3:4])[O:5][C:6](=[O:7])[n:8]1[c:9](-[c:19]2[c:20](=[O:29])[nH:21][c:22]3[cH:23][cH:24][cH:25][cH:26][c:27]3[cH:28]2)[cH:10][c:11]2[cH:12][c:13]([CH:17]=[O:18])[cH:14][cH:15][c:16]12.[C:30]([OH:31])(=[O:32])[CH3:33].[C:44]([O:45][BH-:46]([O:47][C:48](=[O:49])[CH3:50])[O:51][C:52](=[O:53])[CH3:54])(=[O:55])[CH3:56].[CH3:34][S:35](=[O:36])(=[O:37])[N:38]1[CH2:39][CH2:40][NH:41][CH2:42][CH2:43]1.[CH3:69][C:70](=[O:71])[OH:72].[Cl:65][CH:66]([Cl:67])[CH3:68].[H-:64].[Mg+2:58].[Na+:57].[O-:59][S:60]([O-:61])(=[O:62])=[O:63]>>[C:1]([CH3:2])([CH3:3])([CH3:4])[O:5][C:6](=[O:7])[n:8]1[c:9](-[c:19]2[c:20](=[O:29])[nH:21][c:22]3[cH:23][cH:24][cH:25][cH:26][c:27]3[cH:28]2)[cH:10][c:11]2[cH:12][c:13]([CH2:17][N:41]3[CH2:40][CH2:39][N:38]([S:35]([CH3:34])(=[O:36])=[O:37])[CH2:43][CH2:42]3)[cH:14][cH:15][c:16]12. The reactants are C1CCOC1, COc1ccc(S(=O)(=O)Cl)cc1, [Li]CCCC, CCCCCC, [K+], O, O=C(O)c1c[nH]c2ccccc12, O=S(=O)([O-])O. The product is COc1ccc(S(=O)(=O)n2cc(C(=O)O)c3ccccc32)cc1. Reaction SMILES: [CH2:32]1[O:33][CH2:34][CH2:35][CH2:36]1.[CH3:13][O:14][c:15]1[cH:16][cH:17][c:18]([S:21](=[O:22])(=[O:23])[Cl:24])[cH:19][cH:20]1.[CH3:37][CH2:38][CH2:39][CH2:40][Li:41].[CH3:42][CH2:43][CH2:44][CH2:45][CH2:46][CH3:47].[K+:30].[OH2:31].[OH:1][C:2](=[O:3])[c:4]1[cH:5][nH:6][c:7]2[cH:8][cH:9][cH:10][cH:11][c:12]12.[S:25]([O-:26])([OH:27])(=[O:28])=[O:29]>>[OH:1][C:2](=[O:3])[c:4]1[cH:5][n:6]([S:21]([c:18]2[cH:17][cH:16][c:15]([O:14][CH3:13])[cH:20][cH:19]2)(=[O:22])=[O:23])[c:7]2[cH:8][cH:9][cH:10][cH:11][c:12]12. Reactants: C(C)OC(C(C(=O)O)(C)O)=O (2-hydroxy-2-methyl-malonic acid monoethyl ester), O1CCCC1 (tetrahydrofuran), FC(CN)(F)F (2,2,2-trifluoroethylamine), Cl.CN(CCCN=C=NCC)C (N-(3-dimethylaminopropyl)-N′-ethylcarbodiimide hydrochloride), hydrate, C(C)(C)N(C(C)C)CC (N,N-diisopropyl-ethylamine). Reaction conditions: time 18 hour. The product is C(C)OC(C(C(=O)NCC(F)(F)F)(C)O)=O (2-hydroxy-2-methyl-N-(2,2,2-trifluoroethyl)-malonamic acid ethyl ester). Yield: 67.0%. RXN SMILES: [CH2:1]([O:3][C:4](=[O:11])[C:5]([OH:10])([CH3:9])[C:6]([OH:8])=O)[CH3:2].O1CCCC1.[F:17][C:18]([F:22])([F:21])[CH2:19][NH2:20].Cl.CN(C)CCCN=C=NCC.C(N(CC)C(C)C)(C)C>>[CH2:1]([O:3][C:4](=[O:11])[C:5]([OH:10])([CH3:9])[C:6]([NH:20][CH2:19][C:18]([F:22])([F:21])[F:17])=[O:8])[CH3:2] |f:3.4|. Procedure: To a solution of 31.5 g (15.5 mmol) 2-hydroxy-2-methyl-malonic acid monoethyl ester in 400 ml of tetrahydrofuran 16.9 g (17.1 mmol) of 2,2,2-trifluoroethylamine, 32.7 g (17.1 mmol) of N-(3-dimethylaminopropyl)-N′-ethylcarbodiimide hydrochloride, 23.1 g (17.1 mmol) of 1-hydroxybenzotrizole hydrate and 58.1 ml (34.2 mmol) of N,N-diisopropyl-ethylamine were added. The mixture was stirred at room temperature for 18 h. The solvent was removed by distillation and the residue was extracted with water/e...